From a dataset of the Open Reaction Database (ORD), a public repository of structured organic reaction records. describe an organic reaction: reactants, conditions, products, and yield Starting materials: CCOC(=O)N1CCN(Cc2ccc(F)c(C#N)c2)CC1, CO, Cl. Yields the product CCOC(=O)N1CCN(Cc2ccc(F)c(CN)c2)CC1. RXN SMILES: [C:1](#[N:2])[c:3]1[cH:4][c:5]([CH2:6][N:7]2[CH2:8][CH2:9][N:10]([C:13](=[O:14])[O:15][CH2:16][CH3:17])[CH2:11][CH2:12]2)[cH:18][cH:19][c:20]1[F:21].[CH3:23][OH:24].[ClH:22]>>[CH2:1]([NH2:2])[c:3]1[cH:4][c:5]([CH2:6][N:7]2[CH2:8][CH2:9][N:10]([C:13](=[O:14])[O:15][CH2:16][CH3:17])[CH2:11][CH2:12]2)[cH:18][cH:19][c:20]1[F:21]. The reactants are CN(C)C=O (DMF), C(#N)C=1C=C(C=CC1N1C=NC(=C1)C)/C=C/C(=O)O ((E)-3-[3-cyano-4-(4-methyl-1H-imidazol-1-yl)phenyl]acrylic acid), Cl.C1(=CC=CC=C1)C=1C=C(CN)C=CC1 (3-phenylbenzylamine monohydrochloride), TEA, C=1C=CC2=C(C1)N=NN2O (HOBT). The solvent is C(CCl)Cl (EDC). Run at time 8 hour. Product: C1(=CC(=CC=C1)CNC(\C=C\C1=CC(=C(C=C1)N1C=NC(=C1)C)C#N)=O)C1=CC=CC=C1 ((E)-N-biphenyl-3-ylmethyl-3-[3-cyano-4-(4-methyl-1H-imidazol-1-yl)phenyl]acrylamide). The yield is 20.2%. RXN SMILES: CN(C=O)C.[C:6]([C:8]1[CH:9]=[C:10](/[CH:20]=[CH:21]/[C:22]([OH:24])=O)[CH:11]=[CH:12][C:13]=1[N:14]1[CH:18]=[C:17]([CH3:19])[N:16]=[CH:15]1)#[N:7].Cl.[C:26]1([C:32]2[CH:33]=[C:34]([CH:37]=[CH:38][CH:39]=2)[CH2:35][NH2:36])[CH:31]=[CH:30][CH:29]=[CH:28][CH:27]=1.C1C=CC2N(O)N=NC=2C=1>C(Cl)CCl>[C:32]1([C:26]2[CH:31]=[CH:30][CH:29]=[CH:28][CH:27]=2)[CH:39]=[CH:38][CH:37]=[C:34]([CH2:35][NH:36][C:22](=[O:24])/[CH:21]=[CH:20]/[C:10]2[CH:11]=[CH:12][C:13]([N:14]3[CH:18]=[C:17]([CH3:19])[N:16]=[CH:15]3)=[C:8]([C:6]#[N:7])[CH:9]=2)[CH:33]=1 |f:2.3|. Procedure: To a DMF (0.2 mL) solution of (E)-3-[3-cyano-4-(4-methyl-1H-imidazol-1-yl)phenyl]acrylic acid (15 mg) and 3-phenylbenzylamine monohydrochloride (16 mg), TEA (0.007 mL), HOBT (10 mg) and EDC (14 mg) were added one by one, and the reaction mixture was agitated at room temperature overnight. The reaction mixture was concentrated under reduced pressure, the residue was purified by silica gel column chromatography (Carrier: Chromatorex®NH, elution solvent: hexane-ethyl acetate system), and 5 mg of th...